From a dataset of the Open Reaction Database (ORD), a public repository of structured organic reaction records. describe an organic reaction: reactants, conditions, products, and yield The reactants are C(C)(C)(C)OC(N(C)CC1=CC(=CC=C1)CC#N)=O (tert-Butyl-N-[3-(cyanomethyl)benzyl]-N-methylcarbamate). The reagents and catalysts are [Ni] (Raney® Nickel). The solvent is C(C)O (ethanol), N (NH3). Reaction conditions: time 18 hour. Yields the product NCCC=1C=C(CN(C(OC(C)(C)C)=O)C)C=CC1 (tert-Butyl N-[3-(2-aminoethyl)benzyl]-N-methylcarbamate). Isolated yield 78.0%. Reaction SMILES: [C:1]([O:5][C:6](=[O:19])[N:7]([CH2:9][C:10]1[CH:15]=[CH:14][CH:13]=[C:12]([CH2:16][C:17]#[N:18])[CH:11]=1)[CH3:8])([CH3:4])([CH3:3])[CH3:2]>C(O)C.N.[Ni]>[NH2:18][CH2:17][CH2:16][C:12]1[CH:11]=[C:10]([CH:15]=[CH:14][CH:13]=1)[CH2:9][N:7]([CH3:8])[C:6](=[O:19])[O:5][C:1]([CH3:2])([CH3:3])[CH3:4]. Procedure details: tert-Butyl-N-[3-(cyanomethyl)benzyl]-N-methylcarbamate (preparation 14) (3 g, 11.5 mmol, slightly impure) was dissolved in ethanol saturated with NH3 (300 ml), treated with Raney® Nickel (500 mg) and stirred under a hydrogen atmosphere (60 psi, room temperature, 18 hr). The catalyst was removed by filtration under nitrogen, the solvent evaporated to dryness and the resultant crude product purified by chromatography (SiO2, gradient elution with 100% CH2Cl2; 95:5 CH2Cl2:MeOH; 90:10 CH2Cl2:MeOH) to... Yields the product [Br-], C=Cc1ccc(OCCCCCCCCCCCC[N+](C)(C)C)cc1. The reactants are C=Cc1ccc(OCCCCCCCCCCCCBr)cc1, CN(C)C, CC(C)=O, ClCCl. As a reaction SMILES: [CH2:1]=[CH:2][c:3]1[cH:4][cH:5][c:6]([O:9][CH2:10][CH2:11][CH2:12][CH2:13][CH2:14][CH2:15][CH2:16][CH2:17][CH2:18][CH2:19][CH2:20][CH2:21][Br:22])[cH:7][cH:8]1.[CH3:26][N:27]([CH3:28])[CH3:29].[CH3:30][C:31](=[O:32])[CH3:33].[Cl:23][CH2:24][Cl:25]>>[Br-:22].[CH2:1]=[CH:2][c:3]1[cH:4][cH:5][c:6]([O:9][CH2:10][CH2:11][CH2:12][CH2:13][CH2:14][CH2:15][CH2:16][CH2:17][CH2:18][CH2:19][CH2:20][CH2:21][N+:27]([CH3:26])([CH3:28])[CH3:29])[cH:7][cH:8]1. Reactants: [Br-], COCOc1c(C(O)c2cc(Br)ccc2F)cc(Cl)nc1F, CC1(C)CCCC(C)(C)N1O, ClCCl, [K+], [Na+], O=C([O-])O, O. Yields the product COCOc1c(C(=O)c2cc(Br)ccc2F)cc(Cl)nc1F. RXN SMILES: [Br-:1].[Br:3][c:4]1[cH:5][cH:6][c:7]([F:24])[c:8]([CH:10]([OH:11])[c:12]2[c:13]([O:20][CH2:21][O:22][CH3:23])[c:14]([F:19])[n:15][c:16]([Cl:18])[cH:17]2)[cH:9]1.[CH3:25][C:26]1([CH3:35])[N:27]([O:28])[C:29]([CH3:30])([CH3:31])[CH2:32][CH2:33][CH2:34]1.[Cl:42][CH2:43][Cl:44].[K+:2].[Na+:40].[O-:36][C:37]([OH:38])=[O:39].[OH2:41]>>[Br:3][c:4]1[cH:5][cH:6][c:7]([F:24])[c:8]([C:10](=[O:11])[c:12]2[c:13]([O:20][CH2:21][O:22][CH3:23])[c:14]([F:19])[n:15][c:16]([Cl:18])[cH:17]2)[cH:9]1. Reactants: NC1=NC=C(N=C1C#N)C#CC1=CC=C(C=C1)C(F)(F)F (2-amino-3-cyano-5-[(4-trifluoromethylphenyl)ethynyl]pyrazine), Cl.ClC(=N)N (chloroformamidine hydrochloride). Solvent: COCCOCCOC (diglyme). Product: NC1=NC2=NC=C(N=C2C(=N1)N)C(=CC1=CC=C(C=C1)C(F)(F)F)Cl (2,4-diamino-6-[1-chloro-2-(4-trifluoromethylphenyl)ethenyl]pteridine). As a reaction SMILES: [NH2:1][C:2]1[C:7]([C:8]#[N:9])=[N:6][C:5]([C:10]#[C:11][C:12]2[CH:17]=[CH:16][C:15]([C:18]([F:21])([F:20])[F:19])=[CH:14][CH:13]=2)=[CH:4][N:3]=1.[ClH:22].Cl[C:24]([NH2:26])=[NH:25]>COCCOCCOC>[NH2:26][C:24]1[N:25]=[C:8]([NH2:9])[C:7]2[C:2](=[N:3][CH:4]=[C:5]([C:10]([Cl:22])=[CH:11][C:12]3[CH:17]=[CH:16][C:15]([C:18]([F:21])([F:19])[F:20])=[CH:14][CH:13]=3)[N:6]=2)[N:1]=1 |f:1.2|. Reported procedure: This compound is prepared in a manner analogous to that of Step C of Example 7, using 2.9 grams (0.009 mole) of 2-amino-3-cyano-5-[(4-trifluoromethylphenyl)ethynyl]pyrazine and 0.9 gram (0.009 mole) of chloroformamidine hydrochloride in 20 mL of diglyme, yielding 2,4-diamino-6-[1-chloro-2-(4-trifluoromethylphenyl)ethenyl]pteridine. Reactants: O1C2=CC=CC=3C[C@@H]4[C@@]5(CCC(C1[C@@]5(C23)CCN4C)=O)O (4,5-epoxy-14-hydroxy-17-methylmorphinan-6-one), solution, BrBr (Br2). Solvent: CC(=O)O (AcOH), CC(=O)O (AcOH). Product: BrC=1C=CC=2C[C@@H]3[C@@]4(CCC(C5[C@@]4(C2C1O5)CCN3C)=O)O (3-Bromo-4,5-epoxy-14-hydroxy-17-methylmorphinan-6-one). Reaction SMILES: [O:1]1[CH:13]2[C@@:14]34[CH2:16][CH2:17][N:18]([CH3:19])[C@@H:8]([C@:9]3([OH:21])[CH2:10][CH2:11][C:12]2=[O:20])[CH2:7][C:6]2=[C:15]4[C:2]1=[CH:3][CH:4]=[CH:5]2.[Br:22]Br>CC(O)=O>[Br:22][C:3]1[CH:4]=[CH:5][C:6]2[CH2:7][C@H:8]3[N:18]([CH3:19])[CH2:17][CH2:16][C@:14]45[C:15]=2[C:2]=1[O:1][CH:13]4[C:12](=[O:20])[CH2:11][CH2:10][C@@:9]35[OH:21]. Procedure: 1.1 g (3.8 mmol) of 4,5-epoxy-14-hydroxy-17-methylmorphinan-6-one in 50 ml of glacial AcOH were treated with 3.8 ml of a 1M solution of Br2 in AcOH as described in Preparation 5, yielding 1.1 g of the title product. The reactants are N1CCNCC1 (Piperazine), C(C)(C)(C)OC(=O)N1CC(C1)OS(=O)(=O)C (1-(t-butoxycarbonyl)-3-methanesulphonyloxyazetidine). Reaction conditions: temperature 115 celsius. Yields the product CS(=O)(=O)O.C(C)(C)(C)OC(=O)N1CC(C1)N1CCNCC1 (1-(t-Butoxycarbonyl)-3-(piperazin-1-yl)azetidine methanesulphonate). RXN SMILES: [NH:1]1[CH2:6][CH2:5][NH:4][CH2:3][CH2:2]1.[C:7]([O:11][C:12]([N:14]1[CH2:17][CH:16]([O:18][S:19]([CH3:22])(=[O:21])=[O:20])[CH2:15]1)=[O:13])([CH3:10])([CH3:9])[CH3:8]>>[CH3:22][S:19]([OH:21])(=[O:20])=[O:18].[C:7]([O:11][C:12]([N:14]1[CH2:17][CH:16]([N:1]2[CH2:6][CH2:5][NH:4][CH2:3][CH2:2]2)[CH2:15]1)=[O:13])([CH3:10])([CH3:8])[CH3:9] |f:2.3|. Procedure: Piperazine (149.2 g, 8 mol equiv) was heated to a melt and 1-(t-butoxycarbonyl)-3-methanesulphonyloxyazetidine (see (International Patent Application Publication No. WO93/19059) (54.5 g, 217 mmol) was then added. The mixture was heated at 115° C. for 24 hours, then cooled and the excess piperazine removed in vacuo. The residue was purified by flash chromatography (silica, methanol:dichloromethane, 1:19) to give the title compound (51 g). Starting materials: C(CCC)N (n-butylamine), BrCCCCC1(C2=CC=CC=C2OC=2C=CC=CC12)C(=O)Cl (9-(4-bromo-butyl)-9H-xanthene-9-carboxylic acid chloride). Product: C(CCC)NC(=O)C1(C2=CC=CC=C2OC=2C=CC=CC12)CCCCBr (9-(4-bromo-butyl)-9H-xanthene-9-carboxylic acid-Butylamide). RXN SMILES: [CH2:1]([NH2:5])[CH2:2][CH2:3][CH3:4].[Br:6][CH2:7][CH2:8][CH2:9][CH2:10][C:11]1([C:25](Cl)=[O:26])[C:24]2[CH:23]=[CH:22][CH:21]=[CH:20][C:19]=2[O:18][C:17]2[C:12]1=[CH:13][CH:14]=[CH:15][CH:16]=2>>[CH2:1]([NH:5][C:25]([C:11]1([CH2:10][CH2:9][CH2:8][CH2:7][Br:6])[C:24]2[CH:23]=[CH:22][CH:21]=[CH:20][C:19]=2[O:18][C:17]2[C:12]1=[CH:13][CH:14]=[CH:15][CH:16]=2)=[O:26])[CH2:2][CH2:3][CH3:4]. Procedure: Prepared analogously to Example 1 from n-butylamine and 9-(4-bromo-butyl)-9H-xanthene-9-carboxylic acid chloride.